This data is from the Open Reaction Database (ORD), a public repository of structured organic reaction records. The task is: describe an organic reaction: reactants, conditions, products, and yield Reactants: CC(=O)O[BH-](OC(C)=O)OC(C)=O, CC(=O)O, CC(C)OC(C)C, ClCCCl, Cc1ccc(C(=O)Nc2ccc(N3CCNCC3)cc2)c(-c2ccc(C(F)(F)F)cc2)c1, [Na+], O=Cc1ccc[nH]1. Yields the product Cc1ccc(C(=O)Nc2ccc(N3CCN(Cc4ccc[nH]4)CC3)cc2)c(-c2ccc(C(F)(F)F)cc2)c1. RXN SMILES: [C:40]([O:41][BH-:42]([O:43][C:44](=[O:45])[CH3:46])[O:47][C:48](=[O:49])[CH3:50])(=[O:51])[CH3:52].[CH3:65][C:66](=[O:67])[OH:68].[CH:54]([O:55][CH:56]([CH3:57])[CH3:58])([CH3:59])[CH3:60].[Cl:61][CH2:62][CH2:63][Cl:64].[N:1]1([c:7]2[cH:8][cH:9][c:10]([NH:13][C:14](=[O:15])[c:16]3[c:17](-[c:23]4[cH:24][cH:25][c:26]([C:29]([F:30])([F:31])[F:32])[cH:27][cH:28]4)[cH:18][c:19]([CH3:22])[cH:20][cH:21]3)[cH:11][cH:12]2)[CH2:2][CH2:3][NH:4][CH2:5][CH2:6]1.[Na+:53].[nH:33]1[c:34]([CH:38]=[O:39])[cH:35][cH:36][cH:37]1>>[N:1]1([c:7]2[cH:8][cH:9][c:10]([NH:13][C:14](=[O:15])[c:16]3[c:17](-[c:23]4[cH:24][cH:25][c:26]([C:29]([F:30])([F:31])[F:32])[cH:27][cH:28]4)[cH:18][c:19]([CH3:22])[cH:20][cH:21]3)[cH:11][cH:12]2)[CH2:2][CH2:3][N:4]([CH2:38][c:34]2[nH:33][cH:37][cH:36][cH:35]2)[CH2:5][CH2:6]1. Reactants: BrB(Br)Br, CCN(CC)C(=O)c1ccc2c(NCC(O)(CC(C)(C)c3cc(F)ccc3OC)C(F)(F)F)cccc2n1, ClCCl, O. Yields the product CCN(CC)C(=O)c1ccc2c(NCC(O)(CC(C)(C)c3cc(F)ccc3O)C(F)(F)F)cccc2n1. Reaction SMILES: [B:39]([Br:40])([Br:41])[Br:42].[CH2:1]([CH3:2])[N:3]([C:4](=[O:5])[c:6]1[n:7][c:8]2[cH:9][cH:10][cH:11][c:12]([NH:16][CH2:17][C:18]([CH2:19][C:20]([CH3:21])([CH3:22])[c:23]3[c:24]([O:30][CH3:31])[cH:25][cH:26][c:27]([F:29])[cH:28]3)([C:32]([F:33])([F:34])[F:35])[OH:36])[c:13]2[cH:14][cH:15]1)[CH2:37][CH3:38].[Cl:44][CH2:45][Cl:46].[OH2:43]>>[CH2:1]([CH3:2])[N:3]([C:4](=[O:5])[c:6]1[n:7][c:8]2[cH:9][cH:10][cH:11][c:12]([NH:16][CH2:17][C:18]([CH2:19][C:20]([CH3:21])([CH3:22])[c:23]3[c:24]([OH:30])[cH:25][cH:26][c:27]([F:29])[cH:28]3)([C:32]([F:33])([F:34])[F:35])[OH:36])[c:13]2[cH:14][cH:15]1)[CH2:37][CH3:38]. Starting materials: CC(C)(C)OC(=O)N1CCCC1COc1ccc(C(=O)c2ccccc2)cc1, Cl, C1COCCO1. Product: O=C(c1ccccc1)c1ccc(OCC2CCCN2)cc1. As a reaction SMILES: [C:1]([O:2][C:3](=[O:4])[N:8]1[CH:9]([CH2:13][O:14][c:15]2[cH:16][cH:17][c:18]([C:21]([c:22]3[cH:23][cH:24][cH:25][cH:26][cH:27]3)=[O:28])[cH:19][cH:20]2)[CH2:10][CH2:11][CH2:12]1)([CH3:5])([CH3:6])[CH3:7].[ClH:29].[O:30]1[CH2:31][CH2:32][O:33][CH2:34][CH2:35]1>>[NH:8]1[CH:9]([CH2:13][O:14][c:15]2[cH:16][cH:17][c:18]([C:21]([c:22]3[cH:23][cH:24][cH:25][cH:26][cH:27]3)=[O:28])[cH:19][cH:20]2)[CH2:10][CH2:11][CH2:12]1. The reactants are Nc1ccccc1-c1cc2ccccc2[nH]1, O=C(O)c1ccc(O)cc1. The product is O=C(Nc1ccccc1-c1cc2ccccc2[nH]1)c1ccc(O)cc1. RXN SMILES: [NH2:1][c:2]1[c:3](-[c:8]2[nH:9][c:10]3[cH:11][cH:12][cH:13][cH:14][c:15]3[cH:16]2)[cH:4][cH:5][cH:6][cH:7]1.[OH:17][C:18](=[O:19])[c:20]1[cH:21][cH:22][c:23]([OH:24])[cH:25][cH:26]1>>[NH:1]([c:2]1[c:3](-[c:8]2[nH:9][c:10]3[cH:11][cH:12][cH:13][cH:14][c:15]3[cH:16]2)[cH:4][cH:5][cH:6][cH:7]1)[C:18](=[O:17])[c:20]1[cH:21][cH:22][c:23]([OH:24])[cH:25][cH:26]1. The product is ClC1=C(C=CC(=C1)Cl)S(=O)(=O)NC1=C(C(=NO1)C)Br (2,4-Dichloro-N-(4-bromo-3-methyl-5-isoxazolyl)benzenesulfonamide). Reactants: NC1=C(C(=NO1)C)Br (5-amino-4-bromo-3-methylisoxazole), ClC1=C(C=CC(=C1)Cl)S(=O)(=O)Cl (2,4-dichlorobenzenesulfonyl chloride). Procedure details: 2,4-Dichloro-N-(4-bromo-3-methyl-5-isoxazolyl)benzenesulfonamide was prepared from 5-amino-4-bromo-3-methylisoxazole and 2,4-dichlorobenzenesulfonyl chloride according to the procedures described in Example 30. The crude product was purified by recrystallization from ethyl acetate/hexanes to give a crystalline solid, m.p. 138-141° C., yield 46%. Isolated yield 46.0%. RXN SMILES: [NH2:1][C:2]1[O:6][N:5]=[C:4]([CH3:7])[C:3]=1[Br:8].[Cl:9][C:10]1[CH:15]=[C:14]([Cl:16])[CH:13]=[CH:12][C:11]=1[S:17](Cl)(=[O:19])=[O:18]>>[Cl:9][C:10]1[CH:15]=[C:14]([Cl:16])[CH:13]=[CH:12][C:11]=1[S:17]([NH:1][C:2]1[O:6][N:5]=[C:4]([CH3:7])[C:3]=1[Br:8])(=[O:19])=[O:18]. Starting materials: ClCCl, CON=C(C(=O)O)C(=O)C(Br)Br, C[Si](C)(C)CC(N)=O, CN(C)C=O, NC1C(=O)N2C1SCC(O)C2C(=O)O, O, O=P(Cl)(Cl)Cl. The product is CON=C(C(=O)NC1C(=O)N2C1SCC(O)C2C(=O)O)C(=O)C(Br)Br. Reaction SMILES: [CH2:40]([Cl:41])[Cl:42].[CH3:1][O:2][N:3]=[C:4]([C:5](=[O:6])[OH:7])[C:8]([CH:9]([Br:10])[Br:11])=[O:12].[CH3:32][Si:33]([CH2:34][C:35]([NH2:36])=[O:37])([CH3:38])[CH3:39].[CH3:44][N:45]([CH3:46])[CH:47]=[O:48].[NH2:18][CH:19]1[CH:20]2[N:21]([CH:22]([C:27](=[O:28])[OH:29])[CH:23]([OH:26])[CH2:24][S:25]2)[C:30]1=[O:31].[OH2:43].[P:13]([Cl:14])([Cl:15])([Cl:16])=[O:17]>>[CH3:1][O:2][N:3]=[C:4]([C:5](=[O:7])[NH:18][CH:19]1[CH:20]2[N:21]([CH:22]([C:27](=[O:28])[OH:29])[CH:23]([OH:26])[CH2:24][S:25]2)[C:30]1=[O:31])[C:8]([CH:9]([Br:10])[Br:11])=[O:12]. Reactants: COC(=O)n1ncc2c(NC(=O)NC3CCOc4ccc(C)cc43)cccc21, COC(=O)n1ncc2c(NC(=O)NC3CCOc4cc(C(C)(C)C)ccc43)cccc21. Product: Cc1ccc2c(c1)C(NC(=O)Nc1cccc3[nH]ncc13)CCO2. RXN SMILES: [CH3:1][O:2][C:3](=[O:4])[n:5]1[n:6][cH:7][c:8]2[c:9]([NH:14][C:15](=[O:16])[NH:17][CH:18]3[CH2:19][CH2:20][O:21][c:22]4[cH:23][cH:24][c:25]([CH3:28])[cH:26][c:27]43)[cH:10][cH:11][cH:12][c:13]12.[CH3:29][O:30][C:31]([n:32]1[c:33]2[c:34]([c:35]([NH:36][C:37]([NH:38][CH:39]3[c:40]4[c:41]([cH:42][c:43]([C:44]([CH3:45])([CH3:46])[CH3:47])[cH:48][cH:49]4)[O:50][CH2:51][CH2:52]3)=[O:53])[cH:54][cH:55][cH:56]2)[cH:57][n:58]1)=[O:59]>>[nH:5]1[n:6][cH:7][c:8]2[c:9]([NH:14][C:15](=[O:16])[NH:17][CH:18]3[CH2:19][CH2:20][O:21][c:22]4[cH:23][cH:24][c:25]([CH3:28])[cH:26][c:27]43)[cH:10][cH:11][cH:12][c:13]12.